The task is: describe an organic reaction: reactants, conditions, products, and yield. This data is from the Open Reaction Database (ORD), a public repository of structured organic reaction records. The reactants are COC(=O)CBr, O=C([O-])[O-], CN(C)C=O, C=C(C)Cc1c(O)c(Cl)cc(F)c1-n1c(=O)cc(C(F)(F)F)n(C)c1=O, [K+], [K+], O. Product: C=C(C)Cc1c(OCC(=O)OC)c(Cl)cc(F)c1-n1c(=O)cc(C(F)(F)F)n(C)c1=O. RXN SMILES: [Br:33][CH2:34][C:35](=[O:36])[O:37][CH3:38].[C:27](=[O:28])([O-:29])[O-:30].[CH3:40][N:41]([CH3:42])[CH:43]=[O:44].[Cl:1][c:2]1[c:3]([OH:26])[c:4]([CH2:22][C:23](=[CH2:24])[CH3:25])[c:5](-[n:9]2[c:10](=[O:21])[n:11]([CH3:20])[c:12]([C:16]([F:17])([F:18])[F:19])[cH:13][c:14]2=[O:15])[c:6]([F:8])[cH:7]1.[K+:31].[K+:32].[OH2:39]>>[Cl:1][c:2]1[c:3]([O:26][CH2:34][C:35](=[O:36])[O:37][CH3:38])[c:4]([CH2:22][C:23](=[CH2:24])[CH3:25])[c:5](-[n:9]2[c:10](=[O:21])[n:11]([CH3:20])[c:12]([C:16]([F:17])([F:18])[F:19])[cH:13][c:14]2=[O:15])[c:6]([F:8])[cH:7]1. Reactants: C1(=CC=CC=C1)C(CNC1=C2N=CN(C2=NC(=N1)C#N)C1OCCCC1)C1=CC=CC=C1 (6-[(2,2-diphenylethyl)amino]-9-(tetrahydro-2H-pyran-2-yl)-9H-purine-2-carbonitrile), Cl (hydrochloric acid). Solvent: C(C)O (ethanol). Conditions: time 24 hour. The product is C1(=CC=CC=C1)C(CNC1=C2N=CNC2=NC(=N1)C#N)C1=CC=CC=C1 (6-[(2,2-Diphenylethyl)amino]-9H-purine-2-carbonitrile). Isolated yield 99.6%. RXN SMILES: [C:1]1([CH:7]([C:27]2[CH:32]=[CH:31][CH:30]=[CH:29][CH:28]=2)[CH2:8][NH:9][C:10]2[N:18]=[C:17]([C:19]#[N:20])[N:16]=[C:15]3[C:11]=2[N:12]=[CH:13][N:14]3C2CCCCO2)[CH:6]=[CH:5][CH:4]=[CH:3][CH:2]=1.Cl>C(O)C>[C:27]1([CH:7]([C:1]2[CH:6]=[CH:5][CH:4]=[CH:3][CH:2]=2)[CH2:8][NH:9][C:10]2[N:18]=[C:17]([C:19]#[N:20])[N:16]=[C:15]3[C:11]=2[N:12]=[CH:13][NH:14]3)[CH:28]=[CH:29][CH:30]=[CH:31][CH:32]=1. Procedure: A solution of 6-[(2,2-diphenylethyl)amino]-9-(tetrahydro-2H-pyran-2-yl)-9H-purine-2-carbonitrile (Preparation 5) (17 g, 40.1 mmol) in ethanol (850 ml) was treated with 2 N aqueous hydrochloric acid (50 ml) and the mixture stirred at room temperature for 24 hours. The solvent was removed under reduced pressure, the residue dissolved in ethanol and the solvent again removed under reduced pressure. The residue was triturated with diethyl ether, filtered, washed with diethyl ether and pentane, and d... Reactants: ClCC1=CC=C(C=C1)C=CC1=CC=CC=C1 (4-chloromethylstilbene), CCOCC (ether), 8-hydroxynaphthalene 1-(N,N-dimethyl)carboxamide, [H-].[Na+] (sodium hydride), CN(C)C=O (DMF), [H-].[Na+] (sodium hydride). Conditions: time 30 minute. The product is CN(C(=O)C1=CC=CC2=CC=CC(=C12)OCC1=CC=C(C=C1)C=CC1=CC=CC=C1)C (8-(4-Styryl-benzyloxy)-naphthalene-1-carboxylic Acid Dimethylamide). Reaction SMILES: [H-].[Na+].Cl[CH2:4][C:5]1[CH:10]=[CH:9][C:8]([CH:11]=[CH:12][C:13]2[CH:18]=[CH:17][CH:16]=[CH:15][CH:14]=2)=[CH:7][CH:6]=1.CC[O:21][CH2:22][CH3:23].[CH3:24][N:25]([CH:27]=[O:28])[CH3:26]>>[CH3:24][N:25]([CH3:26])[C:27]([C:9]1[C:23]2[C:7](=[CH:8][CH:11]=[CH:12][C:22]=2[O:21][CH2:4][C:5]2[CH:10]=[CH:9][C:8]([CH:11]=[CH:12][C:13]3[CH:18]=[CH:17][CH:16]=[CH:15][CH:14]=3)=[CH:7][CH:6]=2)[CH:6]=[CH:5][CH:10]=1)=[O:28] |f:0.1|. Procedure details: To a solution of 8-hydroxynaphthalene-1-(N,N-dimethyl)carboxamide (100 mg, 0.46 mmol) in dry DMF (4 mL) was added sodium hydride (12 mg, 0.51 mmol, 1.1 eq). The sodium hydride was added as 20 mg of a 60% dispersion in mineral oil that had been previously washed with 3×heptane portions under an inert atmosphere. The mixture was stirred for 30 minutes at room temperature, and 4-chloromethylstilbene (117 mg, 0.51 mmol, 1.1 eq) was added. The resulting mixture was stirred at room temperature overnig... Starting materials: [BH4-], CCO, CC(C)=O, Cc1ccccc1CC(=O)Nc1cc(C)c(S)c(C)c1, Cl, [K], C[N+](=O)[O-], N#C[Fe-3](C#N)(C#N)(C#N)(C#N)C#N, [Na+], O, N#C[S-]. Product: Cc1ccccc1CC(=O)Nc1cc(C)c(SC[N+](=O)[O-])c(C)c1. Reaction SMILES: [BH4-:1].[CH3:31][CH2:32][OH:33].[CH3:49][C:50](=[O:51])[CH3:52].[CH3:6][c:7]1[c:8]([SH:25])[c:9]([CH3:24])[cH:10][c:11]([NH:13][C:14]([CH2:15][c:16]2[c:17]([CH3:22])[cH:18][cH:19][cH:20][cH:21]2)=[O:23])[cH:12]1.[ClH:26].[K:35].[N+:27](=[O:28])([O-:29])[CH3:30].[N:36]#[C:37][Fe-3:38]([C:39]#[N:40])([C:41]#[N:42])([C:43]#[N:44])([C:45]#[N:46])[C:47]#[N:48].[Na+:2].[OH2:34].[S-:3][C:4]#[N:5]>>[CH3:6][c:7]1[c:8]([S:25][CH2:30][N+:27](=[O:28])[O-:29])[c:9]([CH3:24])[cH:10][c:11]([NH:13][C:14]([CH2:15][c:16]2[c:17]([CH3:22])[cH:18][cH:19][cH:20][cH:21]2)=[O:23])[cH:12]1. Reactants: S(=O)(=O)(OC)OC (Dimethyl sulfate), C1(CC1)CC1=C(OCCCOC2=C(C3=C(CCC(O3)CCC(=O)OCC)C=C2)CCC)C=CC(=C1O)C(=O)NC (Ethyl 7-[3-[2-(cyclopropylmethyl)-3-hydroxy-4-[(methylamino)carbonyl]phenoxy]propoxy]-3,4-dihydro-8-propyl-2H-1-benzopyran-2-propanoate), C1CCOC1 (THF), [OH-].[K+] (Potassium hydroxide). Solvent: C(C)(=O)OCC.CCCCCC (ethyl acetate hexane), O (Water). Reaction conditions: time 10 minute. Yields the product C1(CC1)CC1=C(OCCCOC2=C(C3=C(CCC(O3)CCC(=O)OCC)C=C2)CCC)C=CC(=C1OC)C(=O)NC (Ethyl 7-[3-[2-(cyclopropylmethyl)-3-methoxy-4-[(methylamino)carbonyl]phenoxy]propoxy]-3,4-dihydro-8-propyl-2H-1-benzopyran-2-propanoate). Reaction SMILES: [CH:1]1([CH2:4][C:5]2[C:35]([OH:36])=[C:34]([C:37]([NH:39][CH3:40])=[O:38])[CH:33]=[CH:32][C:6]=2[O:7][CH2:8][CH2:9][CH2:10][O:11][C:12]2[CH:28]=[CH:27][C:15]3[CH2:16][CH2:17][CH:18]([CH2:20][CH2:21][C:22]([O:24][CH2:25][CH3:26])=[O:23])[O:19][C:14]=3[C:13]=2[CH2:29][CH2:30][CH3:31])[CH2:3][CH2:2]1.[CH2:41]1COCC1.[OH-].[K+].S(OC)(OC)(=O)=O>C(OCC)(=O)C.CCCCCC.O>[CH:1]1([CH2:4][C:5]2[C:35]([O:36][CH3:41])=[C:34]([C:37]([NH:39][CH3:40])=[O:38])[CH:33]=[CH:32][C:6]=2[O:7][CH2:8][CH2:9][CH2:10][O:11][C:12]2[CH:28]=[CH:27][C:15]3[CH2:16][CH2:17][CH:18]([CH2:20][CH2:21][C:22]([O:24][CH2:25][CH3:26])=[O:23])[O:19][C:14]=3[C:13]=2[CH2:29][CH2:30][CH3:31])[CH2:3][CH2:2]1 |f:2.3,5.6|. Procedure: The compound of Example 60 (I70 mg, 0.31 mmol) was added to about 5.0 ml of THF. Potassium hydroxide (21.2 mg, 0.38 mmol) was added and the mixture was stirred for 10 min. Dimethyl sulfate (59.6 mg, 0.47 mmol) was added, and the reaction mixture was stirred for 4 hours at room temperature. Water (10 ml) was added to the reaction mixture, and it was extracted three times with ethyl acetate. The combined extracts were filtered, and the solvent was removed under vacuum to give an oil. Chromatograph...